From a dataset of the Open Reaction Database (ORD), a public repository of structured organic reaction records. describe an organic reaction: reactants, conditions, products, and yield The reactants are ClCCBr, O=C([O-])[O-], COC(=O)c1ccc(O)c(OC)c1, CCOC(C)=O, [K+], [K+], CN(C)C=O. Product: COC(=O)c1ccc(OCCCl)c(OC)c1. As a reaction SMILES: [Br:20][CH2:21][CH2:22][Cl:23].[C:14](=[O:15])([O-:16])[O-:17].[CH3:1][O:2][C:3]([c:4]1[cH:5][c:6]([O:11][CH3:12])[c:7]([OH:10])[cH:8][cH:9]1)=[O:13].[CH3:29][CH2:30][O:31][C:32](=[O:33])[CH3:34].[K+:18].[K+:19].[O:24]=[CH:25][N:26]([CH3:27])[CH3:28]>>[CH3:1][O:2][C:3]([c:4]1[cH:5][c:6]([O:11][CH3:12])[c:7]([O:10][CH2:21][CH2:22][Cl:23])[cH:8][cH:9]1)=[O:13]. Starting materials: CCOC(=O)c1cc2c(s1)-c1cc(Br)ccc1OCC2, C1CCOC1, CCO, [Na+], [OH-], O. Yields the product O=C(O)c1cc2c(s1)-c1cc(Br)ccc1OCC2. Reaction SMILES: [CH2:1]([CH3:2])[O:3][C:4](=[O:5])[c:6]1[cH:7][c:8]2[c:14]([s:15]1)-[c:13]1[c:12]([cH:19][cH:18][c:17]([Br:20])[cH:16]1)[O:11][CH2:10][CH2:9]2.[CH2:26]1[O:27][CH2:28][CH2:29][CH2:30]1.[CH3:23][CH2:24][OH:25].[Na+:22].[OH-:21].[OH2:31]>>[O:3]=[C:4]([OH:5])[c:6]1[cH:7][c:8]2[c:14]([s:15]1)-[c:13]1[c:12]([cH:19][cH:18][c:17]([Br:20])[cH:16]1)[O:11][CH2:10][CH2:9]2. Reactants: FC(C1=CC(=NC(N1)=O)C1=CC(=CC=C1)C(F)(F)F)(F)F (6-trifluoromethyl-4-(3-trifluoromethylphenyl)-1H-pyrimidin-2-one), O=P(Cl)(Cl)Cl (phosphoroxychloride). Product: ClC1=NC(=CC(=N1)C(F)(F)F)C1=CC(=CC=C1)C(F)(F)F (2-Chloro-4-trifluoromethyl-6-(3-trifluoromethyl-phenyl)-pyrimidine), solid. The yield is 64.0%. RXN SMILES: [F:1][C:2]([F:21])([F:20])[C:3]1[NH:8][C:7](=O)[N:6]=[C:5]([C:10]2[CH:15]=[CH:14][CH:13]=[C:12]([C:16]([F:19])([F:18])[F:17])[CH:11]=2)[CH:4]=1.O=P(Cl)(Cl)[Cl:24]>>[Cl:24][C:7]1[N:8]=[C:3]([C:2]([F:21])([F:20])[F:1])[CH:4]=[C:5]([C:10]2[CH:15]=[CH:14][CH:13]=[C:12]([C:16]([F:19])([F:18])[F:17])[CH:11]=2)[N:6]=1. Procedure details: The title compound was prepared from 6-trifluoromethyl-4-(3-trifluoromethylphenyl)-1H-pyrimidin-2-one (7.85 g, 25.5 mmol) and phosphoroxychloride (85 mL) according to the general procedure I. Obtained as a yellow solid (5.33 g, 64%). MS (EI) 326.1 [(M)+]; mp 65° C. Reactants: NC1=C(C(=O)NC2=CC=NC=C2)C=C(C=N1)Br (2-amino-5-bromo-N-pyridin-4-yl-nicotinamide), B1(OC(C(O1)(C)C)(C)C)C2=CC(=CC=C2)S(=O)(=O)N (benzenesulfon-amide-3-boronic acid pinacol ester). Yields the product NC1=C(C(=O)NC2=CC=NC=C2)C=C(C=N1)C1=CC(=CC=C1)S(N)(=O)=O (2-Amino-N-pyridin-4-yl-5-(3-sulfamoyl-phenyl)-nicotinamide). Reaction SMILES: [NH2:1][C:2]1[N:16]=[CH:15][C:14](Br)=[CH:13][C:3]=1[C:4]([NH:6][C:7]1[CH:12]=[CH:11][N:10]=[CH:9][CH:8]=1)=[O:5].B1([C:27]2[CH:32]=[CH:31][CH:30]=[C:29]([S:33]([NH2:36])(=[O:35])=[O:34])[CH:28]=2)OC(C)(C)C(C)(C)O1>>[NH2:1][C:2]1[N:16]=[CH:15][C:14]([C:27]2[CH:32]=[CH:31][CH:30]=[C:29]([S:33](=[O:35])(=[O:34])[NH2:36])[CH:28]=2)=[CH:13][C:3]=1[C:4]([NH:6][C:7]1[CH:12]=[CH:11][N:10]=[CH:9][CH:8]=1)=[O:5]. Procedure details: Reaction of 2-amino-5-bromo-N-pyridin-4-yl-nicotinamide with benzenesulfon-amide-3-boronic acid pinacol ester gives “A78”; method 1: HPLC/MS: 1.13 min, [M+H]=370; The reactants are COc1cc2c(=O)[nH]cnc2cc1OCc1ccccc1, CN(C)C=O, Cc1ccc(N)cc1O, O=S(Cl)Cl. Yields the product COc1cc2c(Nc3ccc(C)c(O)c3)ncnc2cc1OCc1ccccc1. RXN SMILES: [CH2:1]([c:2]1[cH:3][cH:4][cH:5][cH:6][cH:7]1)[O:8][c:9]1[c:10]([O:20][CH3:21])[cH:11][c:12]2[c:13](=[O:19])[nH:14][cH:15][n:16][c:17]2[cH:18]1.[O:35]=[CH:36][N:37]([CH3:38])[CH3:39].[OH:26][c:27]1[cH:28][c:29]([NH2:30])[cH:31][cH:32][c:33]1[CH3:34].[S:22]([Cl:23])([Cl:24])=[O:25]>>[CH2:1]([c:2]1[cH:3][cH:4][cH:5][cH:6][cH:7]1)[O:8][c:9]1[c:10]([O:20][CH3:21])[cH:11][c:12]2[c:13]([NH:30][c:29]3[cH:28][c:27]([OH:26])[c:33]([CH3:34])[cH:32][cH:31]3)[n:14][cH:15][n:16][c:17]2[cH:18]1.